Dataset: the Open Reaction Database (ORD), a public repository of structured organic reaction records. Task: describe an organic reaction: reactants, conditions, products, and yield The solvent is C1(=CC=CC=C1)C (toluene). The product is OCCCC(=C)[C@H]1CC([C@@H]1CCC(C)=O)(C)C (4-((1R,4S)-4-(5-hydroxypent-1-en-2-yl)-2,2-dimethylcyclobutyl)butan-2-one). Reactants: CC1([C@@H]([C@H](C1)C(CCC=O)=C)CCC(C)=O)C (4-((1S,2R)-3,3-dimethyl-2-(3-oxobutyl)cyclobutyl)pent-4-enal), [1,2-bis(diphenylphosphino) ethane]ruthenium(bispivalate). As a reaction SMILES: [CH3:1][C:2]1([CH3:17])[CH2:5][C@H:4]([C:6](=[CH2:11])[CH2:7][CH2:8][CH:9]=[O:10])[C@H:3]1[CH2:12][CH2:13][C:14](=[O:16])[CH3:15]>C1(C)C=CC=CC=1>[OH:10][CH2:9][CH2:8][CH2:7][C:6]([C@@H:4]1[C@@H:3]([CH2:12][CH2:13][C:14](=[O:16])[CH3:15])[C:2]([CH3:17])([CH3:1])[CH2:5]1)=[CH2:11]. Reported procedure: 4-((1S,2R)-3,3-dimethyl-2-(3-oxobutyl)cyclobutyl)pent-4-enal (11.8 g, 0.05 mol.), toluene (70.8 g, 600 wt. %) and (ethylenediamine) [1,2-bis(diphenylphosphino) ethane]ruthenium(bispivalate) (4.8 mg, 0.00625 mmol, 0.0125 mol.%) were loaded altogether in a 200 ml autoclave equipped with a mechanical stirring device. Sealed autoclave was then purged under stirring with nitrogen (3 times 5 bars) and hydrogen (3 times 5 bars) before being pressurized to 20 bars hydrogen. It was then heated to 90° C. ... Conditions: temperature 90 celsius.